Dataset: the Open Reaction Database (ORD), a public repository of structured organic reaction records. Task: describe an organic reaction: reactants, conditions, products, and yield Starting materials: ClC1=CC(=C(C=C1)CN)C(F)(F)F ((4-chloro-2-(trifluoromethyl)phenyl)methanamine), C(C)(C)(C)OC(=O)C1=C(C=CC=C1)C1=CC=C(C=C1)CN1C(=C(C2=CC(=CC=C12)C(=O)O)C)C (1-((2′-(tert-butoxycarbonyl)-[1,1′-biphenyl]-4-yl)methyl)-2,3-dimethyl-1H-indole-5-carboxylic acid). Product: ClC1=CC(=C(CNC(=O)C=2C=C3C(=C(N(C3=CC2)CC2=CC=C(C=C2)C=2C(=CC=CC2)C(=O)O)C)C)C=C1)C(F)(F)F (4′-((5-((4-chloro-2-(trifluoromethyl)benzyl)carbamoyl)-2,3-dimethyl-1H-indol-1-yl)methyl)-[1,1′-biphenyl]-2-carboxylic acid). As a reaction SMILES: [Cl:1][C:2]1[CH:7]=[CH:6][C:5]([CH2:8][NH2:9])=[C:4]([C:10]([F:13])([F:12])[F:11])[CH:3]=1.C([O:18][C:19]([C:21]1[CH:26]=[CH:25][CH:24]=[CH:23][C:22]=1[C:27]1[CH:32]=[CH:31][C:30]([CH2:33][N:34]2[C:42]3[C:37](=[CH:38][C:39]([C:43](O)=[O:44])=[CH:40][CH:41]=3)[C:36]([CH3:46])=[C:35]2[CH3:47])=[CH:29][CH:28]=1)=[O:20])(C)(C)C>>[Cl:1][C:2]1[CH:7]=[CH:6][C:5]([CH2:8][NH:9][C:43]([C:39]2[CH:38]=[C:37]3[C:42](=[CH:41][CH:40]=2)[N:34]([CH2:33][C:30]2[CH:29]=[CH:28][C:27]([C:22]4[C:21]([C:19]([OH:20])=[O:18])=[CH:26][CH:25]=[CH:24][CH:23]=4)=[CH:32][CH:31]=2)[C:35]([CH3:47])=[C:36]3[CH3:46])=[O:44])=[C:4]([C:10]([F:11])([F:12])[F:13])[CH:3]=1. Procedure details: The title compound was prepared following the same general protocol as described in Step 8-9, Example 1, using the (4-chloro-2-(trifluoromethyl)phenyl)methanamine and the 1-((2′-(tert-butoxycarbonyl)-[1,1′-biphenyl]-4-yl)methyl)-2,3-dimethyl-1H-indole-5-carboxylic acid. ESI-MS (m/z): 591 [M+H]+. Reactants: O (water), Cl (hydrochloric acid), C(C)(=O)OC1=CC=C(C=C1)C=1C(OC2=CC(=CC=C2C1)OC(C)=O)=O (4-(7-acetoxy-2-oxo-2H-chromen-3-yl)phenyl acetate), C(C)(=O)OC1=CC=C(C=C1)C=1C(OC2=CC(=CC=C2C1)OC(C)=O)=O (4-(7-acetoxy-2-oxo-2H-chromen-3-yl)phenyl acetate), [OH-].[Li+] (lithium hydroxide). The solvent is CN(C)C=O (DMF). Conditions: temperature 65 celsius. Product: OC1=CC=C2C=C(C(OC2=C1)=O)C1=CC=C(C=C1)O (7-hydroxy-3-(4-hydroxyphenyl)-2H-chromen-2-one). As a reaction SMILES: C([O:4][C:5]1[CH:10]=[CH:9][C:8]([C:11]2[C:12](=[O:25])[O:13][C:14]3[C:19]([CH:20]=2)=[CH:18][CH:17]=[C:16]([O:21]C(=O)C)[CH:15]=3)=[CH:7][CH:6]=1)(=O)C.[OH-].[Li+].O.Cl>CN(C=O)C>[OH:21][C:16]1[CH:15]=[C:14]2[C:19]([CH:20]=[C:11]([C:8]3[CH:9]=[CH:10][C:5]([OH:4])=[CH:6][CH:7]=3)[C:12](=[O:25])[O:13]2)=[CH:18][CH:17]=1 |f:1.2|. Procedure details: To a solution of 4-(7-acetoxy-2-oxo-2H-chromen-3-yl)phenyl acetate of formula (3) (80 gm) in DMF (400 mL) an aqueous solution of lithium hydroxide (29.8 g, 0.71 mol) was added at RT and maintained at 60-70° C. for 1-2 hours. After the completion of the reaction, water (800 mL) and dilute hydrochloric acid (112 mL) was added to the reaction mass. The reaction mass was maintained at RT for 1-2 hours. The solid was filtered and dried at 70-75° C. for 6-8 hours to afford the title compound. Starting materials: CC(=O)[C@H]1CC[C@@H]2[C@@]1(C[C@H]([C@H]3[C@H]2CCC4=CC(=O)CC[C@]34C)O)C (11α-hydroxy progesterone), [Cl-].[Li+] (lithium chloride), ClC(C(F)(F)N(CC)CC)F (N-(2-Chloro-1,1,2-trifluoroethyl)diethylamine). Solvent: O1CCCC1 (tetrahydrofuran). Reaction conditions: time 5 hour. The product is Cl[C@@H]1[C@@H]2[C@]3(CCC(C=C3CC[C@H]2[C@@H]2CC[C@H](C(C)=O)[C@]2(C1)C)=O)C (11β-Chloropregn-4-ene-3,20-dione). RXN SMILES: [CH3:1][C:2]([C@@H:4]1[C@@:8]2([CH3:24])[CH2:9][C@@H:10](O)[C@@H:11]3[C@:21]4([CH3:22])[C:15](=[CH:16][C:17]([CH2:19][CH2:20]4)=[O:18])[CH2:14][CH2:13][C@H:12]3[C@@H:7]2[CH2:6][CH2:5]1)=[O:3].[Cl-].[Li+].[Cl:27]C(F)C(N(CC)CC)(F)F>O1CCCC1>[Cl:27][C@H:10]1[CH2:9][C@@:8]2([CH3:24])[C@@H:7]([CH2:6][CH2:5][C@@H:4]2[C:2](=[O:3])[CH3:1])[C@H:12]2[C@H:11]1[C@:21]1([CH3:22])[C:15]([CH2:14][CH2:13]2)=[CH:16][C:17](=[O:18])[CH2:19][CH2:20]1 |f:1.2|. Reported procedure: A mixture of 11α-hydroxy progesterone (6 g., 0.018 mole), anhydrous lithium chloride (6 g., 0.14 mole), N-(2-Chloro-1,1,2-trifluoroethyl)diethylamine (6 ml., 0.036 mole) and dry tetrahydrofuran (120 ml.) was stirred at -20° for 5 hr. and then room temperature for 16 hr. The reaction mixture was partitioned between methylene chloride and water. Evaporation of the organic layer and chromatography of the residue on magnesium silicate afforded, after recrystallisation from acetone/petroleum ether (b... Reactants: N[C@H]1[C@@H](CN(C1)C1CCCCC1)O (trans-4-amino-1-cyclohexyl-3-pyrrolidinol), C([O-])([O-])=O.[K+].[K+] (potassium carbonate), ClC1=CC=C(C(=O)Cl)C=C1 (p-chlorobenzoyl chloride), O (water). Run in O1CCOCC1 (p-dioxane), O1CCOCC1 (p-dioxane). Conditions: time 2 hour. The product is ClC1=CC=C(C(=O)N[C@@H]2CN(C[C@H]2O)C2CCCCC2)C=C1 (Trans-4-chloro-N-(1-cyclohexyl-4-hydroxy-3-pyrrolidinyl)benzamide). Reaction SMILES: [NH2:1][C@@H:2]1[CH2:6][N:5]([CH:7]2[CH2:12][CH2:11][CH2:10][CH2:9][CH2:8]2)[CH2:4][C@H:3]1[OH:13].C(=O)([O-])[O-].[K+].[K+].[Cl:20][C:21]1[CH:29]=[CH:28][C:24]([C:25](Cl)=[O:26])=[CH:23][CH:22]=1.O>O1CCOCC1>[Cl:20][C:21]1[CH:29]=[CH:28][C:24]([C:25]([NH:1][C@H:2]2[C@H:3]([OH:13])[CH2:4][N:5]([CH:7]3[CH2:12][CH2:11][CH2:10][CH2:9][CH2:8]3)[CH2:6]2)=[O:26])=[CH:23][CH:22]=1 |f:1.2.3|. Reported procedure: A solution of 36.8 g of trans-4-amino-1-cyclohexyl-3-pyrrolidinol in 600 ml of p-dioxane was mixed with 40 g of powdered anhydrous potassium carbonate and stirred while 35.0 g of p-chlorobenzoyl chloride in 100 ml of p-dioxane was added dropwise. The mixture was stirred at room temperature for 2 hrs, then heated at reflux for 2 hrs. While still hot, 10 ml of water was added to make the precipitate granular; the mixture was filtered and the dioxane reduced to one-half volume. This solution was po... Starting materials: BrCC(=O)C=1C=C(C#N)C=CC1 (3-(2-bromoacetyl)benzonitrile), ClC1=CC=C(N=N1)N (6-chloropyridazin-3-amine). Run in CCO (EtOH). The product is ClC=1C=CC=2N(N1)C=C(N2)C=2C=C(C#N)C=CC2 (3-(6-chloroimidazo[1,2-b]pyridazin-2-yl)benzonitrile). The yield is 49.1%. Reaction SMILES: Br[CH2:2][C:3]([C:5]1[CH:6]=[C:7]([CH:10]=[CH:11][CH:12]=1)[C:8]#[N:9])=O.[Cl:13][C:14]1[N:19]=[N:18][C:17]([NH2:20])=[CH:16][CH:15]=1>CCO>[Cl:13][C:14]1[CH:15]=[CH:16][C:17]2[N:18]([CH:2]=[C:3]([C:5]3[CH:6]=[C:7]([CH:10]=[CH:11][CH:12]=3)[C:8]#[N:9])[N:20]=2)[N:19]=1. Reported procedure: 1 mmol 3-(2-bromoacetyl)benzonitrile and 1 mmol 6-chloropyridazin-3-amine in 10 ml EtOH were heated to reflux for 12 h, then cooled to room temperature. The orange-red precipitate was collected by filtration, washed with cold EtOH, and air-dried to give the 3-(6-chloroimidazo[1,2-b]pyridazin-2-yl)benzonitrile (125 mg, 50%).